Dataset: the Open Reaction Database (ORD), a public repository of structured organic reaction records. Task: describe an organic reaction: reactants, conditions, products, and yield Starting materials: Brc1ccc(I)cc1, O=C([O-])[O-], Cc1ccccc1, [Cs+], [Cs+], [Cu]I, OC1CCCC1. Product: Brc1ccc(OC2CCCC2)cc1. Reaction SMILES: [Br:1][c:2]1[cH:3][cH:4][c:5]([I:8])[cH:6][cH:7]1.[C:15](=[O:16])([O-:17])[O-:18].[CH3:21][c:22]1[cH:23][cH:24][cH:25][cH:26][cH:27]1.[Cs+:19].[Cs+:20].[Cu:28][I:29].[OH:9][CH:10]1[CH2:11][CH2:12][CH2:13][CH2:14]1>>[Br:1][c:2]1[cH:3][cH:4][c:5]([O:9][CH:10]2[CH2:11][CH2:12][CH2:13][CH2:14]2)[cH:6][cH:7]1. The product is O=C(c1ccc(F)cc1)c1ccc(Br)cc1. Reaction SMILES: [Al+3:41].[Br:31][c:32]1[cH:33][cH:34][c:35]([CH2:36][Cl:37])[cH:38][cH:39]1.[Cl-:40].[Cl-:42].[Cl-:43].[ClH:44].[F:1][c:2]1[cH:3][cH:4][c:5]([C:6](=[O:7])[c:8]2[cH:9][cH:10][c:11]([C:14]#[C:15][c:16]3[cH:17][cH:18][cH:19][cH:20][cH:21]3)[cH:12][cH:13]2)[cH:22][cH:23]1.[F:24][c:25]1[cH:26][cH:27][cH:28][cH:29][cH:30]1>>[F:1][c:2]1[cH:3][cH:4][c:5]([C:6](=[O:7])[c:8]2[cH:9][cH:10][c:11]([Br:31])[cH:12][cH:13]2)[cH:22][cH:23]1. Reactants: [Al+3], ClCc1ccc(Br)cc1, [Cl-], [Cl-], [Cl-], Cl, O=C(c1ccc(F)cc1)c1ccc(C#Cc2ccccc2)cc1, Fc1ccccc1. Reactants: FC=1C=C2C(=C(/C(/C2=CC1)=C/C1=CC=C(C=C1)SC)C)CCON (O-2-[Z-5-fluoro-2-methyl-1-(4-methylthiophenyl)methylene-1H-inden-3-yl]ethyl hydroxylamine), OCC=O (hydroxyacetaldehyde). The product is FC=1C=C2C(=C(/C(/C2=CC1)=C/C1=CC=C(C=C1)SC)C)CCON=CCO (hydroxyacetaldehyde-O-2-[Z-5-fluoro-2-methyl-1-(4-methylthiophenyl)methylene-1H-inden-3-yl]ethyl oxime). As a reaction SMILES: [F:1][C:2]1[CH:3]=[C:4]2[C:8](=[CH:9][CH:10]=1)/[C:7](=[CH:11]\[C:12]1[CH:17]=[CH:16][C:15]([S:18][CH3:19])=[CH:14][CH:13]=1)/[C:6]([CH3:20])=[C:5]2[CH2:21][CH2:22][O:23][NH2:24].[OH:25][CH2:26][CH:27]=O>>[F:1][C:2]1[CH:3]=[C:4]2[C:8](=[CH:9][CH:10]=1)/[C:7](=[CH:11]\[C:12]1[CH:17]=[CH:16][C:15]([S:18][CH3:19])=[CH:14][CH:13]=1)/[C:6]([CH3:20])=[C:5]2[CH2:21][CH2:22][O:23][N:24]=[CH:27][CH2:26][OH:25]. Procedure details: The title compound is prepared by reaction of O-2-[Z-5-fluoro-2-methyl-1-(4-methylthiophenyl)methylene-1H-inden-3-yl]ethyl hydroxylamine with hydroxyacetaldehyde by the method of Example 1. Starting materials: C(C)OC(=O)C=1NC=C(C1C)C(=O)OCC (3-Methyl-1H-pyrrole-2,4-dicarboxylic acid diethyl ester), OC(C(=O)OC)(C)C (methyl 2-hydroxyisobutyrate), C(C)(C)(C)OC(C(C)(OC1=C(C=CC=C1)OC1=CC=C(C=C1)[N+](=O)[O-])C)=O (2-methyl-2-[2-(4-nitro-phenoxy)-phenoxy]-propionic acid tert-butyl ester). Yields the product COC(C(C)(OC1=C(C=CC=C1)OC1=CC=C(C=C1)[N+](=O)[O-])C)=O (2-Methyl-2-[2-(4-nitro-phenoxy)-phenoxy]-propionic Acid Methyl Ester). Yield: 98.0%. As a reaction SMILES: C(OC(C1NC=C(C(OCC)=O)C=1C)=O)C.OC(C)(C)C(OC)=O.[C:25]([O:29][C:30](=[O:51])[C:31]([CH3:50])([O:33][C:34]1[CH:39]=[CH:38][CH:37]=[CH:36][C:35]=1[O:40][C:41]1[CH:46]=[CH:45][C:44]([N+:47]([O-:49])=[O:48])=[CH:43][CH:42]=1)[CH3:32])(C)(C)C>>[CH3:25][O:29][C:30](=[O:51])[C:31]([CH3:32])([O:33][C:34]1[CH:39]=[CH:38][CH:37]=[CH:36][C:35]=1[O:40][C:41]1[CH:46]=[CH:45][C:44]([N+:47]([O-:49])=[O:48])=[CH:43][CH:42]=1)[CH3:50]. Procedure details: Compound 433A (5.63 g, 98%) was prepared from 1A (4.00 g, 17.3 mmol) and methyl 2-hydroxyisobutyrate (5.00 ml, 43.3 mmol) by a route analogous to that used for the preparation of compound 388B. It is a faintly yellow solid.